Dataset: the Open Reaction Database (ORD), a public repository of structured organic reaction records. Task: describe an organic reaction: reactants, conditions, products, and yield The reactants are C1(CCC1)N1CCC(CC1)CC1CCNCC1 (1-Cyclobutyl-4-(4-piperidinylmethyl)piperidine), BrC=1C=NC(=NC1)C(F)(F)F (5-bromo-2-trifluoromethylpyrimidine), tris(dibenzylidineacetone)dipalladium(0), C1(CCCCC1)P(C1=C(C=CC=C1)C1=C(C=CC=C1)N(C)C)C1CCCCC1 (2-dicyclohexylphosphino-2′-(N,N-dimethylamino)biphenyl), CC(C)([O-])C.[Na+] (sodium tert-butoxide). Run in O1CCOCC1 (dioxane). Run at temperature 120 celsius. Yields the product C1(CCC1)N1CCC(CC1)CC1CCN(CC1)C=1C=NC(=NC1)C(F)(F)F (5-{4-[(1-Cyclobutyl-4-piperidinyl)methyl]-1-piperidinyl}-2-(trifluoromethyl)pyrimidine). Isolated yield 36.8%. Reaction SMILES: [CH:1]1([N:5]2[CH2:10][CH2:9][CH:8]([CH2:11][CH:12]3[CH2:17][CH2:16][NH:15][CH2:14][CH2:13]3)[CH2:7][CH2:6]2)[CH2:4][CH2:3][CH2:2]1.Br[C:19]1[CH:20]=[N:21][C:22]([C:25]([F:28])([F:27])[F:26])=[N:23][CH:24]=1.C1(P(C2CCCCC2)C2C=CC=CC=2C2C=CC=CC=2N(C)C)CCCCC1.CC(C)([O-])C.[Na+]>O1CCOCC1>[CH:1]1([N:5]2[CH2:6][CH2:7][CH:8]([CH2:11][CH:12]3[CH2:17][CH2:16][N:15]([C:19]4[CH:20]=[N:21][C:22]([C:25]([F:28])([F:27])[F:26])=[N:23][CH:24]=4)[CH2:14][CH2:13]3)[CH2:9][CH2:10]2)[CH2:4][CH2:3][CH2:2]1 |f:3.4|. Procedure details: 1-Cyclobutyl-4-(4-piperidinylmethyl)piperidine (may be prepared as described in Description 6) (0.15 g), 5-bromo-2-trifluoromethylpyrimidine (may be prepared as described in F. Cottet and M. Schlosser, Eur. J. Org. Chem., 2002, 327) (0.129 g), tris(dibenzylidineacetone)dipalladium(0) (0.053 g), 2-dicyclohexylphosphino-2′-(N,N-dimethylamino)biphenyl (0.088 g) and sodium tert-butoxide (0.092 g) were added to dioxane (2 ml) and heated at 120° C. for 14 min in the microwave reactor. The crude reacti... The reactants are CN(C)CC(=O)O, CC1(C)CC(N)C(=O)Nc2cc([N+](=O)[O-])ccc21, CN(C)C=O, On1nnc2ccccc21. The product is CN(C)CC(=O)NC1CC(C)(C)c2ccc([N+](=O)[O-])cc2NC1=O. As a reaction SMILES: [CH3:1][N:2]([CH3:3])[CH2:4][C:5](=[O:6])[OH:7].[NH2:23][CH:24]1[C:25](=[O:40])[NH:26][c:27]2[c:28]([cH:33][cH:34][c:35]([N+:37](=[O:38])[O-:39])[cH:36]2)[C:29]([CH3:31])([CH3:32])[CH2:30]1.[O:18]=[CH:19][N:20]([CH3:21])[CH3:22].[OH:8][n:9]1[c:10]2[c:11]([cH:12][cH:13][cH:14][cH:15]2)[n:16][n:17]1>>[CH3:1][N:2]([CH3:3])[CH2:4][C:5](=[O:7])[NH:23][CH:24]1[C:25](=[O:40])[NH:26][c:27]2[c:28]([cH:33][cH:34][c:35]([N+:37](=[O:38])[O-:39])[cH:36]2)[C:29]([CH3:31])([CH3:32])[CH2:30]1. The solvent is C(Cl)Cl (DCM). Reactants: [C@@H]12CNCC[C@H]2CN1C=1OC2=C(N1)C=C(C=C2)Cl (2-((1R,6S)-3,8-diazabicyclo[4.2.0]octan-8-yl)-5-chlorobenzo[d]oxazole), FC=1C=CC(=C(C(=O)O)C1)N1N=CC=N1 (5-fluoro-2-[1,2,3]triazol-2-yl-benzoic acid), S1C(=CC=C1)C1=C(C(=O)O)C=CC=C1 (2-thiophen-2-yl-benzoic acid), CC1=NC(=NC(=C1)C)N1C[C@@H]2CCNC[C@H]12 ((1R,6S)8-(4,6-dimethyl-pyrimidin-2-yl)-3,8-diaza-bicyclo[4.2.0]octane), FC=1C=CC(=C(C(=O)O)C1)N1N=CC=N1 (5-fluoro-2-[1,2,3]triazol-2-yl-benzoic acid). Procedure: The title compound was prepared in a manner analogous to Example 1, substituting 2-((1R,6S)-3,8-diazabicyclo[4.2.0]octan-8-yl)-5-chlorobenzo[d]oxazole (Intermediate 32) for (1R,6S)8-(4,6-dimethyl-pyrimidin-2-yl)-3,8-diaza-bicyclo[4.2.0]octane and 5-fluoro-2-[1,2,3]triazol-2-yl-benzoic acid (Intermediate 13) for 2-thiophen-2-yl-benzoic acid. DCM was used in place of DMF. MS (ESI) mass calcd. For C22H18ClFN6O2, 452.88; m/z found 453.1 [M+H]+. 1H NMR (CD3OD): 8.02-7.63 (m, 2H), 7.48-7.24 (m, 3H), 7... As a reaction SMILES: [C@@H:1]12[N:8]([C:9]3[O:10][C:11]4[CH:17]=[CH:16][C:15]([Cl:18])=[CH:14][C:12]=4[N:13]=3)[CH2:7][C@@H:6]1[CH2:5][CH2:4][NH:3][CH2:2]2.CC1C=C(C)N=C(N2[C@@H]3[C@@H](CCNC3)C2)N=1.[F:35][C:36]1[CH:37]=[CH:38][C:39]([N:45]2[N:49]=[CH:48][CH:47]=[N:46]2)=[C:40]([CH:44]=1)[C:41](O)=[O:42].S1C=CC=C1C1C=CC=CC=1C(O)=O>C(Cl)Cl>[Cl:18][C:15]1[CH:16]=[CH:17][C:11]2[O:10][C:9]([N:8]3[C@@H:1]4[C@@H:6]([CH2:5][CH2:4][N:3]([C:41]([C:40]5[CH:44]=[C:36]([F:35])[CH:37]=[CH:38][C:39]=5[N:45]5[N:49]=[CH:48][CH:47]=[N:46]5)=[O:42])[CH2:2]4)[CH2:7]3)=[N:13][C:12]=2[CH:14]=1. Yields the product ClC=1C=CC2=C(N=C(O2)N2C[C@@H]3CCN(C[C@H]23)C(=O)C2=C(C=CC(=C2)F)N2N=CC=N2)C1 (5-Chloro-2-[(1R,6S)-3-{[5-fluoro-2-(2H-1,2,3-triazol-2-yl)phenyl]carbonyl}-3,8-diazabicyclo[4.2.0]oct-8-yl]-1,3-benzoxazole). The reactants are C1=C(C=CC=C1O)C (m-cresol), C1(=CC=CC=C1)O (phenol), C1(=CC=CC=C1O)C (o-cresol), C1(CCCCC1)=O (cyclohexanone), C1(=CC=CC=C1)O (phenol), C1(=CC=CC=C1)O (phenol), C1(=CC=CC=C1)O (phenol). Run at time 0.5 hour. Yields the product C1=CCCCC1 (cyclohexene), C1(CCCCC1)=O (cyclohexanone). RXN SMILES: [C:1]1(O)[CH:6]=[CH:5][CH:4]=[CH:3][CH:2]=1.[C:8]1(C)[C:13]([OH:14])=[CH:12][CH:11]=[CH:10][CH:9]=1.C1C(O)=CC=CC=1C.C1(=O)CCCCC1>>[CH:1]1[CH2:6][CH2:5][CH2:4][CH2:3][CH:2]=1.[C:13]1(=[O:14])[CH2:8][CH2:9][CH2:10][CH2:11][CH2:12]1. Reported procedure: In this example, the reaction time was set to 0.5, 1 and 2 hours, respectively. The experimental results were described as follows. When the reaction time was 0.5 hour, the selectivity of crude phenol was 100%, wherein phenol was 60% and the rest was o-cresol and m-cresol. When the reaction time was 1 hour, the selectivity of crude phenol was about 85%, and the rest was cyclohexanone. When the reaction time was 2 hours, the selectivity of crude phenol was about 82%. In this product, cyclohexene ...